This data is from the Open Reaction Database (ORD), a public repository of structured organic reaction records. The task is: describe an organic reaction: reactants, conditions, products, and yield Starting materials: CC(C)(C)OC(=O)N1CCC(Oc2cc(=O)n(-c3ccc(S(C)(=O)=O)cc3)nc2C(N)=O)CC1, C1CCOC1, O=C(OC(=O)C(F)(F)F)C(F)(F)F. Product: CC(C)(C)OC(=O)N1CCC(Oc2cc(=O)n(-c3ccc(S(C)(=O)=O)cc3)nc2C#N)CC1. As a reaction SMILES: [C:1]([NH2:2])(=[O:3])[c:4]1[n:5][n:6](-[c:25]2[cH:26][cH:27][c:28]([S:31](=[O:32])(=[O:33])[CH3:34])[cH:29][cH:30]2)[c:7](=[O:24])[cH:8][c:9]1[O:10][CH:11]1[CH2:12][CH2:13][N:14]([C:17](=[O:18])[O:19][C:20]([CH3:21])([CH3:22])[CH3:23])[CH2:15][CH2:16]1.[CH2:48]1[O:49][CH2:50][CH2:51][CH2:52]1.[F:35][C:36]([F:37])([F:38])[C:39]([O:40][C:41](=[O:42])[C:43]([F:44])([F:45])[F:46])=[O:47]>>[C:1](#[N:2])[c:4]1[n:5][n:6](-[c:25]2[cH:26][cH:27][c:28]([S:31](=[O:32])(=[O:33])[CH3:34])[cH:29][cH:30]2)[c:7](=[O:24])[cH:8][c:9]1[O:10][CH:11]1[CH2:12][CH2:13][N:14]([C:17](=[O:18])[O:19][C:20]([CH3:21])([CH3:22])[CH3:23])[CH2:15][CH2:16]1. The reactants are SC=1SC2=C(N1)CCCC2 (2-mercapto-4,5,6,7-tetrahydrobenzothiazole), C(C)(=O)OC(C)=O (acetic anhydride), BrC(C(=O)O)C1=CC=CC=C1 (α-bromophenylacetic acid), CC(=O)C (acetone). Solvent: C(C)(=O)O (acetic acid). The product is [Br-].OC1=C(SC=2SC3=C([N+]21)CCCC3)C3=CC=CC=C3 (3-Hydroxy-2-phenyl-5,6,7,8-tetrahydrothiazolo[2,3-b]benzothiazolium bromide). RXN SMILES: [SH:1][C:2]1[S:3][C:4]2[CH2:10][CH2:9][CH2:8][CH2:7][C:5]=2[N:6]=1.[Br:11][CH:12]([C:16]1[CH:21]=[CH:20][CH:19]=[CH:18][CH:17]=1)[C:13](O)=[O:14].CC(C)=O.C(OC(=O)C)(=O)C>C(O)(=O)C>[Br-:11].[OH:14][C:13]1[N+:6]2[C:5]3[CH2:7][CH2:8][CH2:9][CH2:10][C:4]=3[S:3][C:2]=2[S:1][C:12]=1[C:16]1[CH:21]=[CH:20][CH:19]=[CH:18][CH:17]=1 |f:5.6|. Reported procedure: 9.0 g. (0.053 moles) 2-mercapto-4,5,6,7-tetrahydrobenzothiazole and 10.75 g. (0.053 moles) α-bromophenylacetic acid are dissolved in 500 ml. of acetone, to which is further added 50 ml. each of glacial acetic acid and acetic anhydride. The mixture is heated in an open flask and the volume reduced to 100 ml. The precipitated solid is collected. The solid weighs 13 g. (67%) and melts at 233°-235° C.(dec.). The reactants are CO, O, N#Cc1ccc(N(CCSc2ccccc2)CC(F)(F)F)cc1C(F)(F)F. Product: N#Cc1ccc(N(CCS(=O)c2ccccc2)CC(F)(F)F)cc1C(F)(F)F. RXN SMILES: [CH3:28][OH:29].[OH2:30].[c:1]1([S:7][CH2:8][CH2:9][N:10]([c:11]2[cH:12][c:13]([C:19]([F:20])([F:21])[F:22])[c:14]([C:15]#[N:16])[cH:17][cH:18]2)[CH2:23][C:24]([F:25])([F:26])[F:27])[cH:2][cH:3][cH:4][cH:5][cH:6]1>>[c:1]1([S:7]([CH2:8][CH2:9][N:10]([c:11]2[cH:12][c:13]([C:19]([F:20])([F:21])[F:22])[c:14]([C:15]#[N:16])[cH:17][cH:18]2)[CH2:23][C:24]([F:25])([F:26])[F:27])=[O:29])[cH:2][cH:3][cH:4][cH:5][cH:6]1. Starting materials: CC(=O)O, CO, COC(=O)c1ccc(C(=O)c2ccsc2NC(=O)CN)cc1. Product: COC(=O)c1ccc(C2=NCC(=O)Nc3sccc32)cc1. As a reaction SMILES: [CH3:23][C:24](=[O:25])[OH:26].[CH3:27][OH:28].[NH2:1][CH2:2][C:3](=[O:4])[NH:5][c:6]1[s:7][cH:8][cH:9][c:10]1[C:11](=[O:12])[c:13]1[cH:14][cH:15][c:16]([C:17](=[O:18])[O:19][CH3:20])[cH:21][cH:22]1>>[N:1]1=[C:11]([c:13]2[cH:14][cH:15][c:16]([C:17](=[O:18])[O:19][CH3:20])[cH:21][cH:22]2)[c:10]2[c:6]([s:7][cH:8][cH:9]2)[NH:5][C:3](=[O:4])[CH2:2]1. Procedure details: To a solution of 4-hydroxy-3,3-dimethyl-2H-benzo[g]indole-2,5(3H)-dione (compound 1) (0.1 g, 0.415 mmol) in acetone (5 mL) was added K2CO3 (0.132 g, 0.96 mmol) while stirring at RT. After 10 minutes, MeI (0.058 g, 0,41 mmol) was added via a syringe and the mixture was allowed to stir for 1 h followed by addition of more MeI (0.058 g, 0,41 mmol) and the reaction was stirred over night. The solvent was removed in vacuum and the solid was dissolved in CHCl3, filtered and purified by preparative HPL... As a reaction SMILES: [OH:1][C:2]1[C:10](=[O:11])[C:9]2[CH:12]=[CH:13][CH:14]=[CH:15][C:8]=2[C:7]2[C:3]=1[C:4]([CH3:18])([CH3:17])[C:5](=[O:16])[N:6]=2.[C:19]([O-])([O-])=O.[K+].[K+].CI.[CH3:27][C:28]([CH3:30])=[O:29]>>[CH3:19][O:1][C:2]1([CH2:27][C:28](=[O:29])[CH3:30])[C:10](=[O:11])[C:9]2[CH:12]=[CH:13][CH:14]=[CH:15][C:8]=2[C:7]2[NH:6][C:5](=[O:16])[C:4]([CH3:18])([CH3:17])[C:3]1=2 |f:1.2.3|. Reaction conditions: time 10 minute. Starting materials: CI (MeI), CI (MeI), OC1=C2C(C(N=C2C2=C(C1=O)C=CC=C2)=O)(C)C (4-hydroxy-3,3-dimethyl-2H-benzo[g]indole-2,5(3H)-dione), OC1=C2C(C(N=C2C2=C(C1=O)C=CC=C2)=O)(C)C (4-hydroxy-3,3-dimethyl-2H-benzo[g]indole-2,5(3H)-dione), C(=O)([O-])[O-].[K+].[K+] (K2CO3), CC(=O)C (acetone). Yields the product COC1(C=2C(C(NC2C2=C(C1=O)C=CC=C2)=O)(C)C)CC(C)=O (4-methoxy-3,3-dimethyl-4-(2-oxopropyl)-1H-benzo[g]indole-2,5(3H,4H)-dione). Starting materials: O=C([O-])[O-], [K+], [K+], Nc1ncnn2cc(C(=O)NCC(F)(F)F)c(-c3ccc(Nc4nc5ccc(Cl)nc5[nH]4)cc3)c12, CN(C)C=O, Cc1ccc(B(O)O)cc1. Yields the product Cc1ccc(-c2ccc3nc(Nc4ccc(-c5c(C(=O)NCC(F)(F)F)cn6ncnc(N)c56)cc4)[nH]c3n2)cc1. Reaction SMILES: [C:46](=[O:47])([O-:48])[O-:49].[K+:50].[K+:51].[NH2:1][c:2]1[n:3][cH:4][n:5][n:6]2[c:7]1[c:8](-[c:19]1[cH:20][cH:21][c:22]([NH:25][c:26]3[n:27][c:28]4[c:29]([n:30][c:31]([Cl:34])[cH:32][cH:33]4)[nH:35]3)[cH:23][cH:24]1)[c:9]([C:11](=[O:12])[NH:13][CH2:14][C:15]([F:16])([F:17])[F:18])[cH:10]2.[O:52]=[CH:53][N:54]([CH3:55])[CH3:56].[c:36]1([CH3:45])[cH:37][cH:38][c:39]([B:42]([OH:43])[OH:44])[cH:40][cH:41]1>>[NH2:1][c:2]1[n:3][cH:4][n:5][n:6]2[c:7]1[c:8](-[c:19]1[cH:20][cH:21][c:22]([NH:25][c:26]3[n:27][c:28]4[c:29]([n:30][c:31](-[c:39]5[cH:38][cH:37][c:36]([CH3:45])[cH:41][cH:40]5)[cH:32][cH:33]4)[nH:35]3)[cH:23][cH:24]1)[c:9]([C:11](=[O:12])[NH:13][CH2:14][C:15]([F:16])([F:17])[F:18])[cH:10]2. The reactants are C(=C)[Mg]Cl (vinyl magnesium chloride), FC=1C(=C(C=O)C=CC1)O (3-fluoro-2-hydroxybenzaldehyde), [Cl-].[NH4+] (ammonium chloride). The solvent is C1CCOC1 (THF), C1CCOC1 (THF). Reaction conditions: time 5 minute. Product: FC1=C(C(=CC=C1)C(C=C)O)O (2-fluoro-6-(1-hydroxy-2-propenyl)phenol). RXN SMILES: [F:1][C:2]1[C:3]([OH:10])=[C:4]([CH:7]=[CH:8][CH:9]=1)[CH:5]=[O:6].[CH:11]([Mg]Cl)=[CH2:12].[Cl-].[NH4+]>C1COCC1>[F:1][C:2]1[CH:9]=[CH:8][CH:7]=[C:4]([CH:5]([OH:6])[CH:11]=[CH2:12])[C:3]=1[OH:10] |f:2.3|. Procedure details: After a solution of 3-fluoro-2-hydroxybenzaldehyde (600 mg, 4.28 mmol) in THF (10 ml) was cooled to 0° C., a solution of vinyl magnesium chloride in THF (1.9M, 5.42 ml, 10.3 mmol) was added thereto over 5 minutes. The mixture was gradually warmed to room temperature and stirred at room temperature overnight. The mixture was cooled to 0° C. and a saturated aqueous ammonium chloride solution was added thereto at 0° C. The mixture was extracted with ethyl acetate. The organic layer was combined and...